Dataset: the Open Reaction Database (ORD), a public repository of structured organic reaction records. Task: describe an organic reaction: reactants, conditions, products, and yield Reactants: Cl, O=C(Nc1cccc(OC(F)(F)F)c1)c1ccc2c(Cl)nnc(Cl)c2c1, [Na+], C1COCCO1, [OH-], O. Product: O=C(Nc1cccc(OC(F)(F)F)c1)c1ccc2c(Cl)n[nH]c(=O)c2c1. Reaction SMILES: [ClH:35].[F:1][C:2]([O:3][c:4]1[cH:5][c:6]([NH:10][C:11](=[O:12])[c:13]2[cH:14][c:15]3[c:16]([Cl:24])[n:17][n:18][c:19]([Cl:23])[c:20]3[cH:21][cH:22]2)[cH:7][cH:8][cH:9]1)([F:25])[F:26].[Na+:28].[O:29]1[CH2:30][CH2:31][O:32][CH2:33][CH2:34]1.[OH-:27].[OH2:36]>>[F:1][C:2]([O:3][c:4]1[cH:5][c:6]([NH:10][C:11](=[O:12])[c:13]2[cH:14][c:15]3[c:16](=[O:29])[nH:17][n:18][c:19]([Cl:23])[c:20]3[cH:21][cH:22]2)[cH:7][cH:8][cH:9]1)([F:25])[F:26]. Reactants: ClC1=CC=NC2=CC=CN=C12 (4-chloro-1,5-naphthyridine), FC1=CC=C(C=C1)O (4-fluorophenol). The solvent is [OH-].[Na+] (sodium hydroxide), C(C)(=O)OCC (ethyl acetate). Run at time 1 hour. Product: FC1=CC=C(OC2=CC=NC3=CC=CN=C23)C=C1 (4-(4-fluorophenoxy)-1,5-naphthyridine). Yield: 47.1%. RXN SMILES: Cl[C:2]1[C:11]2[C:6](=[CH:7][CH:8]=[CH:9][N:10]=2)[N:5]=[CH:4][CH:3]=1.[F:12][C:13]1[CH:18]=[CH:17][C:16]([OH:19])=[CH:15][CH:14]=1>C(OCC)(=O)C.[OH-].[Na+]>[F:12][C:13]1[CH:18]=[CH:17][C:16]([O:19][C:2]2[C:11]3[C:6](=[CH:7][CH:8]=[CH:9][N:10]=3)[N:5]=[CH:4][CH:3]=2)=[CH:15][CH:14]=1 |f:3.4|. Procedure: A mixture comprising 150 mg (0.911 mmole) of 4-chloro-1,5-naphthyridine and 1.00 g of 4-fluorophenol was heated at 160° C. After one hour, the mixture was cooled and dissolved in ethyl acetate and 2N sodium hydroxide. The organic layer was washed twice with base to remove excess 4-fluorophenol. The organic layer was then dried with magnesium sulfate and concentrated, producing an oil that slowly crystallized. This product was recrystallized in heptane, giving 103 mg of the title product. MP 122°... Reactants: ClC1=C(C=CC=C1)C=1OC(=C(N1)CCC(O)C1=CC=C(C=C1)OC(C(=O)OCC)(C)C)C(C)C (ethyl 2-[4-[3-[2-(2-chlorophenyl)-5-isopropyl-4-oxazolyl]-1-hydroxypropyl]phenyloxy]-2-methylpropionate), Cl (hydrochloric acid), O.[OH-].[Li+] (lithium hydroxide monohydrate). The solvent is C(C)O (ethanol), O (water). Conditions: time 20 hour. Product: ClC1=C(C=CC=C1)C=1OC(=C(N1)CCC(O)C1=CC=C(C=C1)OC(C(=O)O)(C)C)C(C)C (2-[4-[3-[2-(2-Chlorophenyl)-5-isopropyl-4-oxazolyl]-1-hydroxypropyl]phenyloxy]-2-methylpropionic acid), residue. Yield: 73.0%. Reaction SMILES: [Cl:1][C:2]1[CH:7]=[CH:6][CH:5]=[CH:4][C:3]=1[C:8]1[O:9][C:10]([CH:32]([CH3:34])[CH3:33])=[C:11]([CH2:13][CH2:14][CH:15]([C:17]2[CH:22]=[CH:21][C:20]([O:23][C:24]([CH3:31])([CH3:30])[C:25]([O:27]CC)=[O:26])=[CH:19][CH:18]=2)[OH:16])[N:12]=1.O.[OH-].[Li+].Cl>C(O)C.O>[Cl:1][C:2]1[CH:7]=[CH:6][CH:5]=[CH:4][C:3]=1[C:8]1[O:9][C:10]([CH:32]([CH3:34])[CH3:33])=[C:11]([CH2:13][CH2:14][CH:15]([C:17]2[CH:18]=[CH:19][C:20]([O:23][C:24]([CH3:30])([CH3:31])[C:25]([OH:27])=[O:26])=[CH:21][CH:22]=2)[OH:16])[N:12]=1 |f:1.2.3|. Reported procedure: The resulting propionic acid derivative (80 mg, 0.16 mmol) was dissolved in a mixture of ethanol (2 mL) and water (1 mL). To the solution was then added lithium hydroxide monohydrate (10 mg). The mixture was stirred for 20 hours at room temperature, cooled with ice, neutralized by addition of diluted hydrochloric acid, and subjected to extraction using ethyl acetate. The organic layer was collected, washed with water and brine, dried over anhydrous sodium sulfate, and filtered. The ethyl acetate... Reactants: O=C(Cl)C(=O)Cl, ClCCl, O=C(O)CCC(F)(F)F, CN(C)C=O. The product is [Cl-], O=C(O)CCC(F)(F)F. RXN SMILES: [Cl:10][C:11]([C:12]([Cl:13])=[O:14])=[O:15].[Cl:21][CH2:22][Cl:23].[F:1][C:2]([CH2:3][CH2:4][C:5](=[O:6])[OH:7])([F:8])[F:9].[O:16]=[CH:17][N:18]([CH3:19])[CH3:20]>>[Cl-:10].[F:1][C:2]([CH2:3][CH2:4][C:5](=[O:6])[OH:7])([F:8])[F:9]. The reactants are BrC=1C=C2C(=CC1)OC1(CCC1)C1(COC1)C21N=C(OC1)N(C(=O)OC(C)(C)C)C(=O)OC(C)(C)C (di-tert-butyl (6′-bromotrispiro[cyclobutane-1,2′-chromene-4′,4″-[1,3]oxazole-3′,3′″-oxetan]-2″-yl)imidodicarbonate), CC=1C=C(C=NC1)B(O)O (5-methylpyridine-3-boronic acid), C(=O)([O-])[O-].[Na+].[Na+] (Na2CO3), C (charcoal). Reagents/catalysts: Cl[Pd]([P](C1=CC=CC=C1)(C2=CC=CC=C2)C3=CC=CC=C3)([P](C4=CC=CC=C4)(C5=CC=CC=C5)C6=CC=CC=C6)Cl (bis(triphenylphosphine)palladium(II) dichloride). The solvent is O1CCOCC1.O (dioxane H2O). Conditions: temperature 100 celsius, time 1 hour. The product is CC=1C=C(C=NC1)C=1C=C2C(=CC1)OC1(CCC1)C1(COC1)C21N=C(OC1)N (6′-(5-methylpyridin-3-yl)trispiro[cyclobutane-1,2′-chromene-4′,4″-[1,3]oxazole-3′,3′″-oxetan]-2″-amine). The yield is 75.3%. Reaction SMILES: Br[C:2]1[CH:3]=[C:4]2[C:17]3([CH2:21][O:20][C:19]([N:22](C(OC(C)(C)C)=O)C(OC(C)(C)C)=O)=[N:18]3)[C:13]3([CH2:16][O:15][CH2:14]3)[C:9]3([CH2:12][CH2:11][CH2:10]3)[O:8][C:5]2=[CH:6][CH:7]=1.[CH3:37][C:38]1[CH:39]=[C:40](B(O)O)[CH:41]=[N:42][CH:43]=1.C([O-])([O-])=O.[Na+].[Na+].C>O1CCOCC1.O.Cl[Pd](Cl)([P](C1C=CC=CC=1)(C1C=CC=CC=1)C1C=CC=CC=1)[P](C1C=CC=CC=1)(C1C=CC=CC=1)C1C=CC=CC=1>[CH3:37][C:38]1[CH:39]=[C:40]([C:2]2[CH:3]=[C:4]3[C:17]4([CH2:21][O:20][C:19]([NH2:22])=[N:18]4)[C:13]4([CH2:14][O:15][CH2:16]4)[C:9]4([CH2:12][CH2:11][CH2:10]4)[O:8][C:5]3=[CH:6][CH:7]=2)[CH:41]=[N:42][CH:43]=1 |f:2.3.4,6.7,^1:63,82|. Reported procedure: A mixture of di-tert-butyl (6′-bromotrispiro[cyclobutane-1,2′-chromene-4′,4″-[1,3]oxazole-3′,3′″-oxetan]-2″-yl)imidodicarbonate (300 mg, 0.531 mmol), 5-methylpyridine-3-boronic acid (145 mg, 1.06 mmol), bis(triphenylphosphine)palladium(II) dichloride (37 mg, 0.053 mmol) and Na2CO3 (169 mg, 1.59 mmol) in dioxane-H2O (4:1, 6.0 mL) was stirred for 1 hour at 100° C. To the mixture was added charcoal and the mixture was stirred for 10 minutes at 50° C. The mixture was filtered through celite pad (elu... Reactants: N1=CC(=CC=C1)C=CC(=O)O (3-(3-pyridinyl)acrylic acid), [H][H] (hydrogen). The reagents and catalysts are [Pd] (palladium on carbon). Solvent: C(C)(=O)OCC (ethyl acetate). Yields the product N1=CC(=CC=C1)CCC(=O)O (3-(3-Pyridinyl)propanoic Acid). As a reaction SMILES: [N:1]1[CH:6]=[CH:5][CH:4]=[C:3]([CH:7]=[CH:8][C:9]([OH:11])=[O:10])[CH:2]=1.[H][H]>[Pd].C(OCC)(=O)C>[N:1]1[CH:6]=[CH:5][CH:4]=[C:3]([CH2:7][CH2:8][C:9]([OH:11])=[O:10])[CH:2]=1. Procedure details: A mixture of 3 g (20 mmol) of 3-(3-pyridinyl)acrylic acid and 0.3 g of 10% palladium on carbon in 150 ml of ethyl acetate was shaken under 4 atmospheres of hydrogen for 24 h. After filtration, the resulting solution was concentrated in vacuo to provide the desired compound. Product: Cl[Si](CC(C)C1=C(C=CC(=C1)C)C)(CCCCCC)Cl (4,4-dichloro-2-(2,5-dimethylphenyl)-4-siladecane). Starting materials: CC1=C(C=C(C=C1)C)C(C[SiH](Cl)Cl)C (3-(2,5-dimethylphenyl)-1,1-dichloro-1-silabutane), C=CCCCC (1-hexene). Solvent: C(C)(C)O (isopropanol). Yield: 65.7%. As a reaction SMILES: [CH3:1][C:2]1[CH:7]=[CH:6][C:5]([CH3:8])=[CH:4][C:3]=1[CH:9]([CH3:14])[CH2:10][SiH:11]([Cl:13])[Cl:12].[CH2:15]=[CH:16][CH2:17][CH2:18][CH2:19][CH3:20]>C(O)(C)C.[H+].[H+].Cl[Pt-2](Cl)(Cl)(Cl)(Cl)Cl>[Cl:13][Si:11]([Cl:12])([CH2:15][CH2:16][CH2:17][CH2:18][CH2:19][CH3:20])[CH2:10][CH:9]([C:3]1[CH:4]=[C:5]([CH3:8])[CH:6]=[CH:7][C:2]=1[CH3:1])[CH3:14] |f:3.4.5|. Reagents/catalysts: [H+].[H+].Cl[Pt-2](Cl)(Cl)(Cl)(Cl)Cl (chloroplatinic acid). Procedure details: In the same apparatus and procedures as EXAMPLE 1, 8.5 g (0.034 mole of 3-(2,5-dimethylphenyl)-1,1-dichloro-1-silabutane, 8.7 g (0.10 mole) of 1-hexene, and 120 μl of 1% chloroplatinic acid in isopropanol were placed and refluxed under the dry nitrogen atmosphere for 3 hours. Vacuum distillation of the reaction products gave 7.4 g (bp, 130°-3° C./0.6 mmHg) of 4,4-dichloro-2-(2,5-dimethylphenyl)-4-siladecane.